From a dataset of the Open Reaction Database (ORD), a public repository of structured organic reaction records. describe an organic reaction: reactants, conditions, products, and yield Starting materials: C(=O)C1=CC=C(C(=O)NC2=CC=C(C(=O)N3CCCC4=CC=CC=C34)C=C2)C=C1 (1-[4-(4-formylbenzoylamino)benzoyl]-1,2,3,4-tetrahydroquinoline), [BH4-].[Na+] (sodium borohydride), O (Water). The solvent is CO (methanol). Conditions: time 2 hour. Yields the product OCC1=CC=C(C(=O)NC2=CC=C(C(=O)N3CCCC4=CC=CC=C34)C=C2)C=C1 (1-[4-(4-hydroxymethylbenzoylamino)benzoyl]-1,2,3,4-tetrahydroquinoline). Yield: 54.7%. Reaction SMILES: [CH:1]([C:3]1[CH:29]=[CH:28][C:6]([C:7]([NH:9][C:10]2[CH:27]=[CH:26][C:13]([C:14]([N:16]3[C:25]4[C:20](=[CH:21][CH:22]=[CH:23][CH:24]=4)[CH2:19][CH2:18][CH2:17]3)=[O:15])=[CH:12][CH:11]=2)=[O:8])=[CH:5][CH:4]=1)=[O:2].[BH4-].[Na+].O>CO>[OH:2][CH2:1][C:3]1[CH:4]=[CH:5][C:6]([C:7]([NH:9][C:10]2[CH:27]=[CH:26][C:13]([C:14]([N:16]3[C:25]4[C:20](=[CH:21][CH:22]=[CH:23][CH:24]=4)[CH2:19][CH2:18][CH2:17]3)=[O:15])=[CH:12][CH:11]=2)=[O:8])=[CH:28][CH:29]=1 |f:1.2|. Procedure details: To a solution of 1-[4-(4-formylbenzoylamino)benzoyl]-1,2,3,4-tetrahydroquinoline (0.3 g) in methanol (10 ml) is added gradually sodium borohydride (59 mg) under ice-cooling and the mixture is stirred at room temperature for 2 hours. Water is added to the mixture and the solvent is distilled off under reduced pressure. The resulting residue is extracted with dichloromenhane, washed with water, and dried over magnesium sulfate. The solvent is distilled off under reduced pressure and the resulting ... Starting materials: ClC1=C(C=CC=C1)C1CC(CC(C1)=O)=O (5-(2-chlorophenyl)cyclohexane-1,3-dione), C(CC)(=O)O (propionic acid), CN(C)C1=NC=CC=C1 (dimethylaminopyridine), C1(CCCCC1)N=C=NC1CCCCC1 (dicyclohexylcarbodiimide). The solvent is CN(C=O)C (dimethylformamide). Conditions: time 13 hour. Product: ClC1=C(C=CC=C1)C1CC(C(C(C1)=O)C(CC)=O)=O (5-(2-chlorophenyl)-2-propionylcyclohexane-1,3-dione). Yield: 53.5%. Reaction SMILES: [Cl:1][C:2]1[CH:7]=[CH:6][CH:5]=[CH:4][C:3]=1[CH:8]1[CH2:13][C:12](=[O:14])[CH2:11][C:10](=[O:15])[CH2:9]1.[C:16](O)(=[O:19])[CH2:17][CH3:18].CN(C1C=CC=CN=1)C.C1(N=C=NC2CCCCC2)CCCCC1>CN(C)C=O>[Cl:1][C:2]1[CH:7]=[CH:6][CH:5]=[CH:4][C:3]=1[CH:8]1[CH2:13][C:12](=[O:14])[CH:11]([C:16](=[O:19])[CH2:17][CH3:18])[C:10](=[O:15])[CH2:9]1. Procedure details: To a solution of 5-(2-chlorophenyl)cyclohexane-1,3-dione (1.0 g), propionic acid (0.60 g) and dimethylaminopyridine (0.82 g) in dimethylformamide (30 ml) was added dicyclohexylcarbodiimide (1.2 g), and the mixture was stirred at room temperature for 13 hours. Under reduced pressure, the solvent was evaporated, and to the residue was ethyl acetate. The mixture was washed with 1N hydrochloric acid and water, and to the mixture was added 1N sodium hydroxide solution. The aqueous layer was washed wi... The reactants are CON(C(=O)C=1N=CN(C1)C1=CC(=CC=C1)C=1C(=NC=CC1)F)C (1-[3-(2-Fluoro-pyridin-3-yl)-phenyl]-1H-imidazole-4-carboxylic acid methoxy-methyl-amide), BrC1=CC=C(C=C1)F (1-bromo-4-fluorobenzene). Yields the product FC1=CC=C(C=C1)C(=O)C=1N=CN(C1)C1=CC(=CC=C1)C=1C(=NC=CC1)F ((4-Fluoro-phenyl)-{1-[3-(2-fluoro-pyridin-3-yl)-phenyl]-1H-imidazol-4-yl}-methanone). As a reaction SMILES: CON(C)[C:4]([C:6]1[N:7]=[CH:8][N:9]([C:11]2[CH:16]=[CH:15][CH:14]=[C:13]([C:17]3[C:18]([F:23])=[N:19][CH:20]=[CH:21][CH:22]=3)[CH:12]=2)[CH:10]=1)=[O:5].Br[C:26]1[CH:31]=[CH:30][C:29]([F:32])=[CH:28][CH:27]=1>>[F:32][C:29]1[CH:30]=[CH:31][C:26]([C:4]([C:6]2[N:7]=[CH:8][N:9]([C:11]3[CH:16]=[CH:15][CH:14]=[C:13]([C:17]4[C:18]([F:23])=[N:19][CH:20]=[CH:21][CH:22]=4)[CH:12]=3)[CH:10]=2)=[O:5])=[CH:27][CH:28]=1. Procedure details: This compound is prepared by method C using compound 12i and 1-bromo-4-fluorobenzene Starting materials: O (water), ice water, P(Cl)(Cl)(Cl)(Cl)Cl (phosphorus pentachloride), P(=O)(Cl)(Cl)Cl (phosphorus oxychloride), FC=1C=C(C(=NC1)O)[N+](=O)[O-] (5-fluro-2-hydroxy-3-nitropyridine). Solvent: C(C)(=O)OCC (ethyl acetate). Conditions: temperature 100 celsius, time 8 hour. Yields the product ClC1=NC=C(C=C1[N+](=O)[O-])F (2-Chloro-5-fluoro-3-nitropyridine). Yield: 48.4%. As a reaction SMILES: P(Cl)(Cl)(Cl)(Cl)Cl.P(Cl)(Cl)([Cl:9])=O.[F:12][C:13]1[CH:14]=[C:15]([N+:20]([O-:22])=[O:21])[C:16](O)=[N:17][CH:18]=1.O>C(OCC)(=O)C>[Cl:9][C:16]1[C:15]([N+:20]([O-:22])=[O:21])=[CH:14][C:13]([F:12])=[CH:18][N:17]=1. Procedure: To a mixture of phosphorus pentachloride (9.41 g, 45.2 mmol) and phosphorus oxychloride (4.2 mL, 45.1 mmol) at 60° C. was added in portions 5-fluro-2-hydroxy-3-nitropyridine (6.5 g, 41.1 mmol). The mixture was stirred in an oil bath at 100° C. under nitrogen overnight, cooled to room temperature and poured into ice/water. After addition of more water and ethyl acetate, the mixture was filtered through Celite® to remove dark insoluble material. The organic phase was washed with brine, filtered ag...